From a dataset of the Open Reaction Database (ORD), a public repository of structured organic reaction records. describe an organic reaction: reactants, conditions, products, and yield Reactants: [OH-].[Na+] (sodium hydroxide), COC(CC=1C=NC=C(C1)C1=C(C=C(C=C1)C(CC)(C1=CC(=C(C=C1)\C=C\C(CC)(O)CC)C)CC)C)=O ([5-(4-{1-ethyl-1-[4-((E)-3-ethyl-3-hydroxy-1-pentenyl)-3-methyl-phenyl]-propyl}-2-methyl-phenyl)-pyridin-3-yl]-acetic acid methyl ester), [Cl-].[NH4+] (ammonium chloride). Run in CO (methanol). Reaction conditions: time 4 hour. Product: C(C)C(CC)(C1=CC(=C(C=C1)\C=C\C(CC)(O)CC)C)C1=CC(=C(C=C1)C=1C=C(C=NC1)CC(=O)O)C ([5-(4-{1-ethyl-1-[4-((E)-3-ethyl-3-hydroxy-1-pentenyl)-3-methyl-phenyl]-propyl}-2-methyl-phenyl)-pyridin-3-yl]-acetic Acid). Isolated yield 94.9%. RXN SMILES: [OH-].[Na+].C[O:4][C:5](=[O:40])[CH2:6][C:7]1[CH:8]=[N:9][CH:10]=[C:11]([C:13]2[CH:18]=[CH:17][C:16]([C:19]([CH2:37][CH3:38])([C:22]3[CH:27]=[CH:26][C:25](/[CH:28]=[CH:29]/[C:30]([CH2:34][CH3:35])([OH:33])[CH2:31][CH3:32])=[C:24]([CH3:36])[CH:23]=3)[CH2:20][CH3:21])=[CH:15][C:14]=2[CH3:39])[CH:12]=1.[Cl-].[NH4+]>CO>[CH2:20]([C:19]([C:16]1[CH:17]=[CH:18][C:13]([C:11]2[CH:12]=[C:7]([CH2:6][C:5]([OH:40])=[O:4])[CH:8]=[N:9][CH:10]=2)=[C:14]([CH3:39])[CH:15]=1)([C:22]1[CH:27]=[CH:26][C:25](/[CH:28]=[CH:29]/[C:30]([CH2:31][CH3:32])([OH:33])[CH2:34][CH3:35])=[C:24]([CH3:36])[CH:23]=1)[CH2:37][CH3:38])[CH3:21] |f:0.1,3.4|. Procedure details: A 2 N sodium hydroxide aqueous solution (0.22 mL) was added to a solution of [5-(4-{1-ethyl-1-[4-((E)-3-ethyl-3-hydroxy-1-pentenyl)-3-methyl-phenyl]-propyl}-2-methyl-phenyl)-pyridin-3-yl]-acetic acid methyl ester (Example 82-(1); 37.1 mg, 0.07 mmol) in methanol (1.2 mL), and the mixture was stirred for four hours. A saturated aqueous ammonium chloride solution was added to the reaction mixture, followed by extraction with ethyl acetate. The organic layer was washed with water, dried over anhydro... Starting materials: CC(C)(C)OC(=O)c1ccc(CCc2ccc3c(c2)OCCO3)cc1Nc1cccc(O)c1, O=C(O)C(F)(F)F. Product: O=C(O)c1ccc(CCc2ccc3c(c2)OCCO3)cc1Nc1cccc(O)c1. Reaction SMILES: [O:1]1[CH2:2][CH2:3][O:4][c:5]2[c:6]1[cH:7][cH:8][c:9]([CH2:11][CH2:12][c:13]1[cH:14][c:15]([NH:26][c:27]3[cH:28][c:29]([OH:33])[cH:30][cH:31][cH:32]3)[c:16]([C:17](=[O:18])[O:19][C:20]([CH3:21])([CH3:22])[CH3:23])[cH:24][cH:25]1)[cH:10]2.[OH:34][C:35]([C:36]([F:37])([F:38])[F:39])=[O:40]>>[O:1]1[CH2:2][CH2:3][O:4][c:5]2[c:6]1[cH:7][cH:8][c:9]([CH2:11][CH2:12][c:13]1[cH:14][c:15]([NH:26][c:27]3[cH:28][c:29]([OH:33])[cH:30][cH:31][cH:32]3)[c:16]([C:17](=[O:18])[OH:19])[cH:24][cH:25]1)[cH:10]2. Reaction SMILES: [CH3:1][O:2][C:3](=[O:66])[C@@H:4]([NH:20][C:21]([CH:23]1[CH2:32][C:31]2[CH:30]=[C:29]3[O:33][CH2:34][C@H:35]([C:37]4[CH:42]=[CH:41][C:40]([O:43][CH2:44][C:45]5[CH:50]=[CH:49][C:48]([Cl:51])=[C:47]([Cl:52])[CH:46]=5)=[CH:39][CH:38]=4)[O:36][C:28]3=[CH:27][C:26]=2[CH2:25][N:24]1[S:53]([C:56]1[S:60][C:59]([NH:61][C:62](=[O:64])[CH3:63])=[N:58][C:57]=1[CH3:65])(=[O:55])=[O:54])=[O:22])[CH2:5][C:6]1[CH:11]=[CH:10][C:9]([C:12]2[CH:17]=[CH:16][C:15]([C:18]#[N:19])=[CH:14][CH:13]=2)=[CH:8][CH:7]=1.[CH:67]1(O)[CH2:70][CH2:69][CH2:68]1>>[CH3:1][O:2][C:3](=[O:66])[C@@H:4]([NH:20][C:21]([CH:23]1[CH2:32][C:31]2[CH:30]=[C:29]3[O:33][CH2:34][C@H:35]([C:37]4[CH:38]=[CH:39][C:40]([O:43][CH2:44][C:45]5[CH:50]=[CH:49][C:48]([Cl:51])=[C:47]([Cl:52])[CH:46]=5)=[CH:41][CH:42]=4)[O:36][C:28]3=[CH:27][C:26]=2[CH2:25][N:24]1[S:53]([C:56]1[S:60][C:59]([N:61]([C:62](=[O:64])[CH3:63])[CH:67]2[CH2:70][CH2:69][CH2:68]2)=[N:58][C:57]=1[CH3:65])(=[O:55])=[O:54])=[O:22])[CH2:5][C:6]1[CH:7]=[CH:8][C:9]([C:12]2[CH:17]=[CH:16][C:15]([C:18]#[N:19])=[CH:14][CH:13]=2)=[CH:10][CH:11]=1. Yields the product COC([C@H](CC1=CC=C(C=C1)C1=CC=C(C=C1)C#N)NC(=O)C1N(CC=2C=C3C(=CC2C1)OC[C@@H](O3)C3=CC=C(C=C3)OCC3=CC(=C(C=C3)Cl)Cl)S(=O)(=O)C3=C(N=C(S3)N(C3CCC3)C(C)=O)C)=O ((S)-2-({(S)-7-[2-(acetyl-cyclobutyl-amino)-4-methyl-thiazole-5-sulfonyl]-3-[4-(3,4-dichloro-benzyloxy)-phenyl]-2,3,6,7,8,9-hexahydro-[1,4]dioxino[2,3-g]-isoquinoline-8-carbonyl}-amino)-3-(4′-cyano-biphenyl-4-yl)-propionic acid methyl ester). Reactants: COC([C@H](CC1=CC=C(C=C1)C1=CC=C(C=C1)C#N)NC(=O)C1N(CC=2C=C3C(=CC2C1)OC[C@@H](O3)C3=CC=C(C=C3)OCC3=CC(=C(C=C3)Cl)Cl)S(=O)(=O)C3=C(N=C(S3)NC(C)=O)C)=O ((S)-2-({(S)-7-(2-Acetylamino-4-methyl-thiazole-5-sulfonyl)-3-[4-(3,4-dichloro-benzyloxy)-phenyl]-2,3,6,7,8,9-hexahydro-[1,4]dioxino[2,3-g]isoquinoline-8-carbonyl}-amino)-3-(4′-cyano-biphenyl-4-yl)-propionic acid methyl ester), C1(CCC1)O (cyclobutanol). Procedure details: (S)-2-({(S)-7-(2-Acetylamino-4-methyl-thiazole-5-sulfonyl)-3-[4-(3,4-dichloro-benzyloxy)-phenyl]-2,3,6,7,8,9-hexahydro-[1,4]dioxino[2,3-g]isoquinoline-8-carbonyl}-amino)-3-(4′-cyano-biphenyl-4-yl)-propionic acid methyl ester (50 mg) was reacted with cyclobutanol according to General Procedure W to give (S)-2-({(S)-7-[2-(acetyl-cyclobutyl-amino)-4-methyl-thiazole-5-sulfonyl]-3-[4-(3,4-dichloro-benzyloxy)-phenyl]-2,3,6,7,8,9-hexahydro-[1,4]dioxino[2,3-g]-isoquinoline-8-carbonyl}-amino)-3-(4′-cyano... The product is COc1c(F)c(N)cc(F)c1F. Reactants: CCO, COc1c(F)c(F)cc(N2C(=O)c3ccccc3C2=O)c1F, NN, O. RXN SMILES: [CH3:26][CH2:27][OH:28].[CH3:4][O:5][c:6]1[c:7]([F:25])[c:8]([N:14]2[C:15](=[O:16])[c:17]3[cH:18][cH:19][cH:20][cH:21][c:22]3[C:23]2=[O:24])[cH:9][c:10]([F:13])[c:11]1[F:12].[NH2:2][NH2:3].[OH2:1]>>[CH3:4][O:5][c:6]1[c:7]([F:25])[c:8]([NH2:14])[cH:9][c:10]([F:13])[c:11]1[F:12].